From a dataset of the Open Reaction Database (ORD), a public repository of structured organic reaction records. describe an organic reaction: reactants, conditions, products, and yield Reactants: COC(=O)c1ccc(CCc2csc(NC(C)=O)n2)cc1, CC(C)C[AlH]CC(C)C, Cc1ccccc1, C1CCOC1. The product is CC(=O)Nc1nc(CCc2ccc(CO)cc2)cs1. RXN SMILES: [C:1]([CH3:2])(=[O:3])[NH:4][c:5]1[s:6][cH:7][c:8]([CH2:10][CH2:11][c:12]2[cH:13][cH:14][c:15]([C:16](=[O:17])[O:18][CH3:19])[cH:20][cH:21]2)[n:9]1.[CH3:22][CH:23]([CH2:24][AlH:25][CH2:26][CH:27]([CH3:28])[CH3:29])[CH3:30].[CH3:36][c:37]1[cH:38][cH:39][cH:40][cH:41][cH:42]1.[O:31]1[CH2:32][CH2:33][CH2:34][CH2:35]1>>[C:1]([CH3:2])(=[O:3])[NH:4][c:5]1[s:6][cH:7][c:8]([CH2:10][CH2:11][c:12]2[cH:13][cH:14][c:15]([CH2:16][OH:17])[cH:20][cH:21]2)[n:9]1.